From a dataset of the Open Reaction Database (ORD), a public repository of structured organic reaction records. describe an organic reaction: reactants, conditions, products, and yield Starting materials: C1CCOC1, CS(=O)(=O)c1ccc(N2CCc3c(Cl)nc(N)nc32)c(F)c1, CC(C)OC(=O)N1CCC(O)CC1. The product is CC(C)OC(=O)N1CCC(Oc2nc(N)nc3c2CCN3c2ccc(S(C)(=O)=O)cc2F)CC1. As a reaction SMILES: [CH2:36]1[O:37][CH2:38][CH2:39][CH2:40]1.[Cl:14][c:15]1[c:16]2[c:17]([n:18][c:19]([NH2:21])[n:20]1)[N:22]([c:25]1[c:26]([F:35])[cH:27][c:28]([S:31](=[O:32])(=[O:33])[CH3:34])[cH:29][cH:30]1)[CH2:23][CH2:24]2.[OH:1][CH:2]1[CH2:3][CH2:4][N:5]([C:8](=[O:9])[O:10][CH:11]([CH3:12])[CH3:13])[CH2:6][CH2:7]1>>[O:1]([CH:2]1[CH2:3][CH2:4][N:5]([C:8](=[O:9])[O:10][CH:11]([CH3:12])[CH3:13])[CH2:6][CH2:7]1)[c:15]1[c:16]2[c:17]([n:18][c:19]([NH2:21])[n:20]1)[N:22]([c:25]1[c:26]([F:35])[cH:27][c:28]([S:31](=[O:32])(=[O:33])[CH3:34])[cH:29][cH:30]1)[CH2:23][CH2:24]2. Reactants: FC(C1=C(C=CC=C1)N=[N+]=[N-])(F)F (2-trifluoromethylphenylazide), brown oil, F (hydrogen fluoride), [Al](F)(F)F (AlF3). Solvent: CCCCCC (hexane). Run at temperature 0 celsius. The product is FC(C1=C(N)C=CC(=C1)F)(F)F (2-trifluoromethyl- 4-fluoroaniline). RXN SMILES: [F:1][C:2]([F:13])([F:12])[C:3]1[CH:8]=[CH:7][CH:6]=[CH:5][C:4]=1[N:9]=[N+]=[N-].F.[Al](F)(F)[F:16]>CCCCCC>[F:1][C:2]([F:13])([F:12])[C:3]1[CH:8]=[C:7]([F:16])[CH:6]=[CH:5][C:4]=1[NH2:9]. Reported procedure: A mixture of 13.58g. (0.07 mole) of 2-trifluoromethylphenylazide, 100 ml. of hexane, and 20 ml. of anhydrous hydrogen fluoride was treated with 1.0g. of AlF3, and the reaction mixture was then aged for 10 hours at room temperature with agitation. The reaction mixture was then cooled, vented, and rinsed from the bomb with 60 ml. of dichloromethane, followed by 50 ml. of water. After blowing off the hydrogen fluoride, the aqueous rinse was added to the residue, which was cooled to 0° C. and made a... Reactants: [K] (potassium), [N+](=O)([O-])C1=CC=C(C=C1)NS(=O)(=O)C1=CC=CC=C1 (N-(4-nitrophenyl)benzenesulfonamide), BrCCBr (1,2-Dibromoethane). The solvent is CN(C=O)C (dimethylformamide). Reaction conditions: temperature 92.5 celsius, time 4 hour. Yields the product BrCCN(S(=O)(=O)C1=CC=CC=C1)C1=CC=C(C=C1)[N+](=O)[O-] (N-(2-bromoethyl)-N-(4-nitrophenyl)benzenesulfonamide). RXN SMILES: [Br:1][CH2:2][CH2:3]Br.[K].[N+:6]([C:9]1[CH:14]=[CH:13][C:12]([NH:15][S:16]([C:19]2[CH:24]=[CH:23][CH:22]=[CH:21][CH:20]=2)(=[O:18])=[O:17])=[CH:11][CH:10]=1)([O-:8])=[O:7]>CN(C)C=O>[Br:1][CH2:2][CH2:3][N:15]([C:12]1[CH:13]=[CH:14][C:9]([N+:6]([O-:8])=[O:7])=[CH:10][CH:11]=1)[S:16]([C:19]1[CH:20]=[CH:21][CH:22]=[CH:23][CH:24]=1)(=[O:17])=[O:18] |^1:4|. Reported procedure: 1,2-Dibromoethane (2.26 kg, 12 mol) mixed with 4 L of dimethylformamide was brought to 80° C. 1.264 kg (4 mol) of the potassium salt of N-(4-nitrophenyl)benzenesulfonamide (5) was added in portions and the mixture was stirred at 90-95° C. for 4 hours. The resulting mixture was filtered while hot and a KBr salt was formed, which was washed with dimethylformamide. The filtrate was poured onto 20 kg of ice in 20 kg of water. A yellow precipitate formed, which was filtered off by suction, reslurried... Starting materials: CN1N=NN=C1CCCC(=S)O (4-(1-methyl-1,2,3,4-tetrazol-5-yl)thio-butyric acid), N1=CC=CC=C1 (pyridine), CC1CCC(CC1)N (4-methylcyclohexylamine), BrC(=O)OC (methyl bromoformate). The solvent is O1CCCC1 (tetrahydrofuran). Run at time 1 hour. Yields the product CC1CCC(CC1)NC(CCCC1=NN=NN1C)=S (N-(4-methylcyclohexyl)-4-(1-methyl-1,2,3,4-tetrazol-5-yl)thio-butyramide). Isolated yield 45.0%. As a reaction SMILES: [CH3:1][N:2]1[C:6]([CH2:7][CH2:8][CH2:9][C:10](O)=[S:11])=[N:5][N:4]=[N:3]1.N1C=CC=CC=1.BrC(OC)=O.[CH3:24][CH:25]1[CH2:30][CH2:29][CH:28]([NH2:31])[CH2:27][CH2:26]1>O1CCCC1>[CH3:24][CH:25]1[CH2:30][CH2:29][CH:28]([NH:31][C:10](=[S:11])[CH2:9][CH2:8][CH2:7][C:6]2[N:2]([CH3:1])[N:3]=[N:4][N:5]=2)[CH2:27][CH2:26]1. Procedure: To tetrahydrofuran (50 ml) are added 4-(1-methyl-1,2,3,4-tetrazol-5-yl)thio-butyric acid (45 mmole) and pyridine (50 mmole), and thereto is added dropwide with stirring methyl bromoformate (50 mmole) with keeping the inner temperature at 5°-15° C. by ice-cooling, and thereafter, the mixture is stirred at room temperature for one hour. To the mixture is added 4-methylcyclohexylamine (55 mmole), and the mixture is further stirred for 3 hours. After the reaction, the solvent is distilled off under ... Reactants: NC1=C2C=CN=CC2=CC=C1 (5-amino-isoquinoline), C(C)(C)(C)OC(=O)N1CC(CCC1)N (3-amino-piperidine-1-carboxylic acid tert-butyl ester), [O-]S(=O)(=O)[O-].[Na+].[Na+] (Na2SO4), [BH-](OC(=O)C)(OC(=O)C)OC(=O)C.[Na+] (NaBH(OAc)3), C(=O)([O-])[O-].[K+].[K+] (K2CO3). The solvent is CC(=O)O (CH3COOH). Reaction conditions: time 0.5 hour. Product: C(C)(C)(C)OC(=O)N1CC(CCC1)NC1=C2C=CN=CC2=CC=C1 (3-(isoquinolin-5-ylamino)-piperidine-1-carboxylic acid tert-butyl ester). Isolated yield 52.5%. As a reaction SMILES: [NH2:1][C:2]1[CH:11]=[CH:10][CH:9]=[C:8]2[C:3]=1[CH:4]=[CH:5][N:6]=[CH:7]2.[C:12]([O:16][C:17]([N:19]1[CH2:24][CH2:23][CH2:22][CH:21](N)[CH2:20]1)=[O:18])([CH3:15])([CH3:14])[CH3:13].[O-]S([O-])(=O)=O.[Na+].[Na+].[BH-](OC(C)=O)(OC(C)=O)OC(C)=O.[Na+].C([O-])([O-])=O.[K+].[K+]>CC(O)=O>[C:12]([O:16][C:17]([N:19]1[CH2:24][CH2:23][CH2:22][CH:21]([NH:1][C:2]2[CH:11]=[CH:10][CH:9]=[C:8]3[C:3]=2[CH:4]=[CH:5][N:6]=[CH:7]3)[CH2:20]1)=[O:18])([CH3:15])([CH3:13])[CH3:14] |f:2.3.4,5.6,7.8.9|. Procedure: To a solution of 5-amino-isoquinoline (47 g, 0.320 mol) in CH3COOH (1800 mL) was added 3-amino-piperidine-1-carboxylic acid tert-butyl ester (69.6 g, 0.376 mol) and Na2SO4 (267 g, 1.88 mol) at room temperature. The mixture was stirred at room temperature for 0.5 hour. Then to the mixture was added NaBH(OAc)3 (84.6 g, 0.376 mol) by portions. The mixture was stirred at room temperature for 18 hours. The mixture was adjusted to pH 8 by the addition of K2CO3 and extracted with EtOAc (2 L×3). The com...